From a dataset of the Open Reaction Database (ORD), a public repository of structured organic reaction records. describe an organic reaction: reactants, conditions, products, and yield The product is CCOC(=O)c1ncn2c1CN(C)C(=S)c1cc(F)ccc1-2. Reaction SMILES: [CH3:23][O:24][c:25]1[cH:26][cH:27][c:28]([P:29]2(=[S:30])[S:31][P:33](=[S:34])([c:35]3[cH:36][cH:37][c:38]([O:39][CH3:40])[cH:41][cH:42]3)[S:32]2)[cH:43][cH:44]1.[CH3:45][c:46]1[cH:47][cH:48][cH:49][cH:50][cH:51]1.[F:1][c:2]1[cH:3][cH:4][c:5]2[c:6]([cH:22]1)[C:7](=[O:21])[N:8]([CH3:20])[CH2:9][c:10]1[n:11]-2[cH:12][n:13][c:14]1[C:15](=[O:16])[O:17][CH2:18][CH3:19]>>[F:1][c:2]1[cH:3][cH:4][c:5]2[c:6]([cH:22]1)[C:7](=[S:32])[N:8]([CH3:20])[CH2:9][c:10]1[n:11]-2[cH:12][n:13][c:14]1[C:15](=[O:16])[O:17][CH2:18][CH3:19]. The reactants are COc1ccc(P2(=S)SP(=S)(c3ccc(OC)cc3)S2)cc1, Cc1ccccc1, CCOC(=O)c1ncn2c1CN(C)C(=O)c1cc(F)ccc1-2. The reactants are C(=O)([O-])[O-].[K+].[K+] (K2CO3), BrCCCC(=O)OCC (ethyl 4-bromobutyrate), ClC=1C=C(C=CC1O)C=1CCC(NN1)=O (6-(3-chloro-4-hydroxyphenyl)-4,5-dihydro-3(2H)-pyridazinone). The solvent is CN(C)C=O (DMF). Product: C(=O)(OCC)CCCOC1=C(C=C(C=C1)C=1CCC(NN1)=O)Cl (6-[4-carboethoxypropyloxy-3-chlorophenyl]-4,5-dihydro-3(2H)-pyridazinone). The yield is 75.7%. Reaction SMILES: [Cl:1][C:2]1[CH:3]=[C:4]([C:9]2[CH2:10][CH2:11][C:12](=[O:15])[NH:13][N:14]=2)[CH:5]=[CH:6][C:7]=1[OH:8].C([O-])([O-])=O.[K+].[K+].Br[CH2:23][CH2:24][CH2:25][C:26]([O:28][CH2:29][CH3:30])=[O:27]>CN(C=O)C>[C:26]([CH2:25][CH2:24][CH2:23][O:8][C:7]1[CH:6]=[CH:5][C:4]([C:9]2[CH2:10][CH2:11][C:12](=[O:15])[NH:13][N:14]=2)=[CH:3][C:2]=1[Cl:1])([O:28][CH2:29][CH3:30])=[O:27] |f:1.2.3|. Procedure details: A mixture of 1.500 mg (6.675 mmol) of 6-(3-chloro-4-hydroxyphenyl)-4,5-dihydro-3(2H)-pyridazinone, prepared by the method of Eur. Pat. Appl. 178,189, 1.010 g (7.34 mmol) K2CO3, and 1.463 g (7.50 mmol) of ethyl 4-bromobutyrate in 30 ml of DMF is heated at 100° C. for 2 hrs under N2. The DMF is removed under vacuum and the residue taken up in 150 ml of EtOAc and 50 ml of water. The organic phase is washed with 50 ml of 5% NaOH, then saturated NaCl solution, dried (MgSO4), and the solvent removed t... Reactants: solution, Br (hydrogen bromide), C(C)(=O)O (acetic acid), C1(CC1)NC1=NC=CC(=N1)C1=C(N=C2N1C=CN=C2OC)C2=CC=C(C=C2)F (Cyclopropyl-{4-[2-(4-fluorophenyl)-8-methoxyimidazo[1,2-a]pyrazin-3-yl]-pyrimidin-2-yl}-amine). The solvent is CCOCC (Et2O). The product is C1(CC1)NC1=NC=CC(=N1)C1=C(N=C2N1C=CNC2=O)C2=CC=C(C=C2)F (3-(2-Cyclopropylaminopyrimidin-4-yl)-2-(4-fluorophenyl)-7H-imidazo[1,2-a]pyrazin-8-one). Yield: 76.7%. RXN SMILES: [CH:1]1([NH:4][C:5]2[N:10]=[C:9]([C:11]3[N:15]4[CH:16]=[CH:17][N:18]=[C:19]([O:20]C)[C:14]4=[N:13][C:12]=3[C:22]3[CH:27]=[CH:26][C:25]([F:28])=[CH:24][CH:23]=3)[CH:8]=[CH:7][N:6]=2)[CH2:3][CH2:2]1.Br.C(O)(=O)C>CCOCC>[CH:1]1([NH:4][C:5]2[N:10]=[C:9]([C:11]3[N:15]4[CH:16]=[CH:17][NH:18][C:19](=[O:20])[C:14]4=[N:13][C:12]=3[C:22]3[CH:27]=[CH:26][C:25]([F:28])=[CH:24][CH:23]=3)[CH:8]=[CH:7][N:6]=2)[CH2:3][CH2:2]1. Procedure: Cyclopropyl-{4-[2-(4-fluorophenyl)-8-methoxyimidazo[1,2-a]pyrazin-3-yl]-pyrimidin-2-yl}-amine (Example #A.10.1, 0.156 g, 0.414 mmol) was treated with a 4 M solution of hydrogen bromide in acetic acid (3 mL, 12 mmol) at ambient temperature. After about 45 min the mixture was treated with Et2O and filtered, washing the solid successively with Et2O, saturated aqueous NaHCO3 and Et2O. The solid was then dried in the oven for about 16 h to yield the product as white solid (0.115 g, 77%): LC/MS (Table... Starting materials: I (hydroiodide), I.CN1N=NC=2N(C1=O)C=NC2C(NCC(C=2SC=CC2)=O)=N (3-methyl-4-oxo-N-(2-oxo-2-(thiophen-2-yl)ethyl)-3,4-dihydroimidazo[5,1-d][1,2,3,5]tetrazine-8-carboximidamide hydroiodide). Run in Cl (hydrochloride), Cl (HCl). Run at temperature 80 celsius, time 2 hour. Yields the product CN1N=NC=2N(C1=O)C=NC2C=2NC=C(N2)C=2SC=CC2 (3-Methyl-8-(4-(thiophen-2-yl)-1H-imidazol-2-yl)imidazo[5,1-d][1,2,3,5]tetrazin-4(3H)-one). Yield: 89.3%. As a reaction SMILES: I.[CH3:2][N:3]1[C:8](=[O:9])[N:7]2[CH:10]=[N:11][C:12]([C:13](=[NH:23])[NH:14][CH2:15][C:16](=O)[C:17]3[S:18][CH:19]=[CH:20][CH:21]=3)=[C:6]2[N:5]=[N:4]1.I>Cl>[CH3:2][N:3]1[C:8](=[O:9])[N:7]2[CH:10]=[N:11][C:12]([C:13]3[NH:14][CH:15]=[C:16]([C:17]4[S:18][CH:19]=[CH:20][CH:21]=4)[N:23]=3)=[C:6]2[N:5]=[N:4]1 |f:0.1|. Reported procedure: A mixture of crude 3-methyl-4-oxo-N-(2-oxo-2-(thiophen-2-yl)ethyl)-3,4-dihydroimidazo[5,1-d][1,2,3,5]tetrazine-8-carboximidamide hydroiodide (40 mg) in 3N HCl (3 mL) was heated at 80° C. overnight. After being cooled to room temperature, the mixture was left at 4° C. for 2 hours and the precipitate was filtered and washed successively with cold water, ethyl acetate and diethyl ether to give the a mixture of the hydrochloride and hydroiodide salts of the title compound (24 mg). Reactants: ClCC1CO1, ClCc1ccc(Cl)cc1Cl, Cl, [Mg], CCOCC. Yields the product OC(CCl)CCc1ccc(Cl)cc1Cl. Reaction SMILES: [Cl:12][CH2:13][CH:14]1[CH2:15][O:16]1.[Cl:1][CH2:2][c:3]1[c:4]([Cl:10])[cH:5][c:6]([Cl:9])[cH:7][cH:8]1.[ClH:17].[Mg:11].[O:18]([CH2:19][CH3:20])[CH2:21][CH3:22]>>[CH2:2]([c:3]1[c:4]([Cl:10])[cH:5][c:6]([Cl:9])[cH:7][cH:8]1)[CH2:15][CH:14]([CH2:13][Cl:12])[OH:16].